Dataset: the Open Reaction Database (ORD), a public repository of structured organic reaction records. Task: describe an organic reaction: reactants, conditions, products, and yield Reaction SMILES: [Br:29][CH2:30][C:31](=[O:32])[N:33]1[CH2:34][CH:35]2[CH2:36][CH2:37][CH:38]([CH2:39]1)[CH2:40][CH2:41]2.[CH3:42][N:43]([CH3:44])[CH:45]=[O:46].[CH:3]([CH3:4])([CH3:5])[C:6]1=[N:7][CH:8]([NH:18][C:19](=[O:20])[NH:21][c:22]2[cH:23][c:24]([CH3:28])[cH:25][cH:26][cH:27]2)[C:9](=[O:17])[NH:10][c:11]2[c:12]1[cH:13][cH:14][cH:15][cH:16]2.[H-:1].[Na+:2]>>[CH:3]([CH3:4])([CH3:5])[C:6]1=[N:7][CH:8]([NH:18][C:19](=[O:20])[NH:21][c:22]2[cH:23][c:24]([CH3:28])[cH:25][cH:26][cH:27]2)[C:9](=[O:17])[N:10]([CH2:30][C:31](=[O:32])[N:33]2[CH2:34][CH:35]3[CH2:36][CH2:37][CH:38]([CH2:39]2)[CH2:40][CH2:41]3)[c:11]2[c:12]1[cH:13][cH:14][cH:15][cH:16]2. Starting materials: O=C(CBr)N1CC2CCC(CC2)C1, CN(C)C=O, Cc1cccc(NC(=O)NC2N=C(C(C)C)c3ccccc3NC2=O)c1, [H-], [Na+]. The product is Cc1cccc(NC(=O)NC2N=C(C(C)C)c3ccccc3N(CC(=O)N3CC4CCC(CC4)C3)C2=O)c1. The reactants are C(=O)(OC(C)(C)C)N1C(CC(CC1)C1=CC=C(C=C1)C(CC(=O)OCC)C)O (Ethyl 3-[4-(N-BOC-hydroxypiperidin-4-yl)phenyl]butyrate), [OH-].[Na+] (NaOH), OS(=O)(=O)[O-].[K+] (KHSO4). Run in CO (CH3OH). Conditions: time 4 hour. Product: C(=O)(OC(C)(C)C)N1C(CC(CC1)C1=CC=C(C=C1)C(CC(=O)O)C)O (3-[4-(N-BOC-Hydroxypiperidin-4-yl)phenyl]butyric Acid). Reaction SMILES: [C:1]([N:8]1[CH2:13][CH2:12][CH:11]([C:14]2[CH:19]=[CH:18][C:17]([CH:20]([CH3:27])[CH2:21][C:22]([O:24]CC)=[O:23])=[CH:16][CH:15]=2)[CH2:10][CH:9]1[OH:28])([O:3][C:4]([CH3:7])([CH3:6])[CH3:5])=[O:2].[OH-].[Na+].OS([O-])(=O)=O.[K+]>CO>[C:1]([N:8]1[CH2:13][CH2:12][CH:11]([C:14]2[CH:15]=[CH:16][C:17]([CH:20]([CH3:27])[CH2:21][C:22]([OH:24])=[O:23])=[CH:18][CH:19]=2)[CH2:10][CH:9]1[OH:28])([O:3][C:4]([CH3:7])([CH3:6])[CH3:5])=[O:2] |f:1.2,3.4|. Reported procedure: A mixture of 12-2 (400 mg, 1.0 mmoles), 1N NaOH (4 mL, 4.0 mmoles), and CH3OH (5 mL) was stirred at ambient temperature for 4.0 hours. The reaction mixture was acidified with 10% KHSO4 and then extracted with EtOAc (2×). The combined extracts were washed with brine, dried (MgSO4), and then concentrated to give 12-3 as a white solid. Rf 0.66 (silica, 10/0.5/0.5 CH2Cl2 /CH3OH/HOAc). Run in C(C)O (ethanol). Isolated yield 49.1%. The reactants are C1(=CC=CC=C1)C1CC=2NC=3CCCCC3C2C(C1)=O (2-phenyl-1,2,3,4,5,6,7,8-octahydrocarbazol-4-one), C(=N)(N)NN.Cl (aminoguanidine hydrochloride), Cl (hydrochloric acid), O (water). Procedure: A mixture of 2-phenyl-1,2,3,4,5,6,7,8-octahydrocarbazol-4-one (0.8 g), aminoguanidine hydrochloride (0.35 g), concentrated hydrochloric acid (0.15 ml), water (0.15 ml) and ethanol (50 ml) was refluxed for 1 hour. Under reduced pressure, the solvent was evaporated, and to the residue was added sodium hydrogen carbonate solution. The solution was extracted with ethyl acetate. The organic layer was washed with water and saturated brine, and dried with magnesium sulfate. Under reduced pressure, the ... As a reaction SMILES: [C:1]1([CH:7]2[CH2:19][C:18](=O)[C:17]3[C:16]4[CH2:15][CH2:14][CH2:13][CH2:12][C:11]=4[NH:10][C:9]=3[CH2:8]2)[CH:6]=[CH:5][CH:4]=[CH:3][CH:2]=1.[C:21]([NH:24][NH2:25])([NH2:23])=[NH:22].[ClH:26].Cl.O>C(O)C>[ClH:26].[NH:24]([N:25]=[C:18]1[C:17]2[C:16]3[CH2:15][CH2:14][CH2:13][CH2:12][C:11]=3[NH:10][C:9]=2[CH2:8][CH:7]([C:1]2[CH:6]=[CH:5][CH:4]=[CH:3][CH:2]=2)[CH2:19]1)[C:21]([NH2:23])=[NH:22] |f:1.2,6.7|. The product is Cl.N(C(=N)N)N=C1CC(CC=2NC=3CCCCC3C12)C1=CC=CC=C1 (4-guanidinoimino-2-phenyl-1,2,3,4,5,6,7,8-octahydrocarbazole hydrochloride). The reactants are BrCC#N (bromoacetonitrile), C(C1=CC=CC=C1)OC=1C=CC(=C2C=CNC12)\C=C\C(=O)OC (7-benzyloxy-4-(2(E)-methoxycarbonylethenyl)indole), C([O-])([O-])=O.[K+].[K+] (potassium carbonate). Reagents/catalysts: [Pd] (palladium on charcoal). Solvent: C(C)C(=O)C (methyl ethyl ketone), CO (methanol), C(C)(=O)OCC (ethyl acetate). The product is C(#N)COC=1C=CC(=C2C=CNC12)CCC(=O)OC (7-Cyanomethoxy-4-(2-methoxycarbonylethyl)indole). RXN SMILES: [CH2:1]([O:8][C:9]1[CH:10]=[CH:11][C:12](/[CH:18]=[CH:19]/[C:20]([O:22][CH3:23])=[O:21])=[C:13]2[C:17]=1[NH:16][CH:15]=[CH:14]2)[C:2]1C=CC=CC=1.BrCC#[N:27].C(=O)([O-])[O-].[K+].[K+]>CO.C(OCC)(=O)C.[Pd].C(C(C)=O)C>[C:2]([CH2:1][O:8][C:9]1[CH:10]=[CH:11][C:12]([CH2:18][CH2:19][C:20]([O:22][CH3:23])=[O:21])=[C:13]2[C:17]=1[NH:16][CH:15]=[CH:14]2)#[N:27] |f:2.3.4|. Procedure: A suspension of 7-benzyloxy-4-(2(E)-methoxycarbonylethenyl)indole (0.50 g, 1.63 mmol) in methanol (40 ml) and ethyl acetate (10 ml) was hydrogenated at 60 p.s.i. over 10% palladium on charcoal (0.10 g) for 3 hours. The catalyst was filtered off and the filtrate was evaporated. A stirred solution of the residue and bromoacetonitrile (0.12 ml, 1.72 mmol) in methyl ethyl ketone was heated under reflux with solid anhydrous potassium carbonate (0.48 g, 3.4 mmol) for 3.5 hours, poured onto ice-hydroch...